Dataset: the Open Reaction Database (ORD), a public repository of structured organic reaction records. Task: describe an organic reaction: reactants, conditions, products, and yield Reactants: CCSc1nnc(S)s1, N#Cc1nccnc1Cl, [H-], [Na+], CN(C)C=O, c1ccccc1. The product is CCSc1nnc(Sc2nccnc2C#N)s1. Reaction SMILES: [CH2:1]([CH3:2])[S:3][c:4]1[n:5][n:6][c:7]([SH:9])[s:8]1.[Cl:12][c:13]1[c:14]([C:19]#[N:20])[n:15][cH:16][cH:17][n:18]1.[H-:11].[Na+:10].[O:21]=[CH:22][N:23]([CH3:24])[CH3:25].[cH:26]1[cH:27][cH:28][cH:29][cH:30][cH:31]1>>[CH2:1]([CH3:2])[S:3][c:4]1[n:5][n:6][c:7]([S:9][c:13]2[c:14]([C:19]#[N:20])[n:15][cH:16][cH:17][n:18]2)[s:8]1. Reactants: CC1=NN=C(S1)N1C(N(CCC1O)C)=O (Tetrahydro-1-(5-methyl-1,3,4-thiadiazol-2-yl)-3 -methyl-6-hydroxy-2(1H)-pyrimidinone), C=1(C(=CC=CC1)S(=O)(=O)O)C (toluenesulfonic acid), alcohol. Solvent: CO (methyl alcohol). Product: CC1=NN=C(S1)N1C(N(CCC1OC)C)=O (tetrahydro-1-(5-methyl-1,3,4-thiadiazol-2-yl)-3-methyl-6-methoxy-2(1 H)-pyrimidinone). As a reaction SMILES: [CH3:1][C:2]1[S:6][C:5]([N:7]2[CH:12]([OH:13])[CH2:11][CH2:10][N:9]([CH3:14])[C:8]2=[O:15])=[N:4][N:3]=1.[C:16]1(C)C(S(O)(=O)=O)=CC=CC=1>CO>[CH3:1][C:2]1[S:6][C:5]([N:7]2[CH:12]([O:13][CH3:16])[CH2:11][CH2:10][N:9]([CH3:14])[C:8]2=[O:15])=[N:4][N:3]=1. Reported procedure: Tetrahydro-1-(5-methyl-1,3,4-thiadiazol-2-yl)-3 -methyl-6-hydroxy-2(1H)-pyrimidinone (7 grams), methyl alcohol (50 ml) and toluenesulfonic acid (0.2 grams) are charged into a glass reaction vessel equipped with a mechanical stirrer, thermometer and reflux condenser. The reaction mixture is then heated at reflux for a period of about 24 hours. After this time the mixture is stripped of unreacted alcohol under reduced pressure to yield a solid product. This product is then recrystallized to yield ... The reactants are ClC(=O)OC1=CC=C(C=C1)[N+](=O)[O-] (4-Nitrophenyl chloroformate), hydrochloride salt, NCC(=O)C1=CC(=C(C=C1)Cl)C (aminomethyl-(4-chloro-3-methylphenyl)ketone), TEA, NC1=CC2=C(N=CN2)C=C1 (5-aminobenzimidazole). Solvent: C(Cl)Cl (CH2Cl2). Conditions: temperature 0 celsius, time 30 minute. Product: N1C=NC2=C1C=CC(=C2)N2C(NCC2C=2C=C(C=CC2)C)=O (1-(1H-benzo[d]imidazol-5-yl)-5-m-tolylimidazolidin-2-one). RXN SMILES: Cl[C:2](OC1C=CC([N+]([O-])=O)=CC=1)=[O:3].[NH2:14][C:15]1[CH:23]=[CH:22][C:18]2[N:19]=[CH:20][NH:21][C:17]=2[CH:16]=1.[NH2:24][CH2:25][C:26]([C:28]1[CH:33]=[CH:32][C:31](Cl)=[C:30]([CH3:35])[CH:29]=1)=O>C(Cl)Cl>[NH:19]1[C:18]2[CH:22]=[CH:23][C:15]([N:14]3[CH:26]([C:28]4[CH:29]=[C:30]([CH3:35])[CH:31]=[CH:32][CH:33]=4)[CH2:25][NH:24][C:2]3=[O:3])=[CH:16][C:17]=2[N:21]=[CH:20]1. Reported procedure: The compound was synthesized as hydrochloride salt by the following procedure. 4-Nitrophenyl chloroformate (0.564 g, 3.5 mmol) was dissolved CH2Cl2, cooled down to 0° C. and 5-aminobenzimidazole (0.466 g, 3.5 mmol) was added slowly. The mixture was kept at 0° C. for 30 min and then the mixture was allowed to adapt ambient temperature. The mixture was stirred at ambient temperature for 2 h. The resulted solid was withdrawn by suction, dried and taken up in a small amount of DMF. To the solution a... The reactants are CCCCCC (hexane), CC(C)O (2-propanol), C(C(C)C)P(S)(=S)CC(C)C (diisobutyldithiophosphinic acid), [OH-].C(CCC)[N+](CCCC)(CCCC)CCCC (tetrabutylammonium hydroxide). The solvent is O (water). Run at time 1 hour. The product is C(C(C)C)P([S-])(=S)CC(C)C.C(CCC)[N+](CCCC)(CCCC)CCCC (Tetrabutylammonium Diisobutyldithiophosphinate). RXN SMILES: CC(O)C.[CH2:5]([P:9]([CH2:12][CH:13]([CH3:15])[CH3:14])(=[S:11])[SH:10])[CH:6]([CH3:8])[CH3:7].[OH-].[CH2:17]([N+:21]([CH2:30][CH2:31][CH2:32][CH3:33])([CH2:26][CH2:27][CH2:28][CH3:29])[CH2:22][CH2:23][CH2:24][CH3:25])[CH2:18][CH2:19][CH3:20].CCCCCC>O>[CH2:5]([P:9]([CH2:12][CH:13]([CH3:15])[CH3:14])(=[S:10])[S-:11])[CH:6]([CH3:8])[CH3:7].[CH2:30]([N+:21]([CH2:17][CH2:18][CH2:19][CH3:20])([CH2:22][CH2:23][CH2:24][CH3:25])[CH2:26][CH2:27][CH2:28][CH3:29])[CH2:31][CH2:32][CH3:33] |f:2.3,6.7|. Reported procedure: To 40 ml of 2-propanol, 3.63 g diisobutyldithiophosphinic acid and 7.34 g of 55-60% by weight tetrabutylammonium hydroxide in water were added. The mixture was stirred under nitrogen for one hour. The solvent was removed by distillation. To remove residual water, 2-propanol was twice added and subsequently removed by distillation. The liquid was cooled to less than OC for 16 hours. To the precipitates that formed, a small amount of hexane was added to give a slurry. The slurry was filtered, wash... Reaction SMILES: N[C:2]1[CH:3]=[C:4]([CH:7]=[C:8]([Br:10])[CH:9]=1)[C:5]#[N:6].[BH3-][C:12]#[N:13].[Na+].[CH3:15]COC(C)=O.C([O-])(O)=O.[Na+]>CC#N.C=O.O.C(O)(=O)C>[Br:10][C:8]1[CH:7]=[C:4]([CH:3]=[C:2]([N:13]([CH3:12])[CH3:15])[CH:9]=1)[C:5]#[N:6] |f:1.2,4.5|. The reagents and catalysts are C(C)(=O)O (acetic acid), C(C)(=O)O (acetic acid). The solvent is CC#N (CH3CN), C=O (formaldehyde), O (H2O). Procedure: To a stirring suspension of 210 mg (10.6 mmol) of 3-amino-5-bromobenzonitrile in 11 mL of CH3CN and 11 mL of 37% formaldehyde in H2O was added 222 mg (3.53 mmol) of NaCNBH3 followed by about 7 drops of acetic acid to a pH=7. After 1 h 40 min., an additional amount of acetic acid (10 drops) was added. After 15 h, 40 mL of EtOAc and 40 mL of sat. NaHCO3 was added, and the layers were separated. The organic layer was washed with 25 mL of sat. NaHCO3 and 25 mL of brine, dried over Na2SO4, filtered, ... Run at time 40 minute. Yield: 28.0%. Starting materials: [BH3-]C#N.[Na+] (NaCNBH3), NC=1C=C(C#N)C=C(C1)Br (3-amino-5-bromobenzonitrile), CCOC(=O)C (EtOAc), C(=O)(O)[O-].[Na+] (NaHCO3). The product is BrC=1C=C(C#N)C=C(C1)N(C)C (3-bromo-5-(dimethylamino)benzonitrile). Procedure details: A mixture of (S)—N-(4-chloro-3-(3-(4-chloro-5-(2-(methoxymethyl)pyrrolidin-1-yl)-2-nitrophenyl)thioureido)benzyl)-1-(trifluoromethyl)cyclopropanecarboxamide (145 mg; 0.23 mmol), Fe (65 mg; 1.2 mmol), saturated aqueous NH4Cl-solution (3 mL) and EtOH (3 mL) was stirred at 90° C. for 2 h. The mixture was basicified to pH-9-10 and filtered through celite. The celite pad was washed with EtOH and EtOAc. The mixture was concentrated and the residue was extracted with EtOAc. The organic layer was dried ... Product: NC1=C(C=C(C(=C1)Cl)N1[C@@H](CCC1)COC)NC(NC=1C=C(CNC(=O)C2(CC2)C(F)(F)F)C=CC1Cl)=S ((S)—N-(3-(3-(2-Amino-4-chloro-5-(2-(methoxymethyl)pyrrolidin-1-yl)phenyl)thioureido)-4-chlorobenzyl)-1-(trifluoromethyl)cyclopropanecarboxamide). Reagents/catalysts: [Fe] (Fe). Reactants: ClC1=C(C=C(CNC(=O)C2(CC2)C(F)(F)F)C=C1)NC(=S)NC1=C(C=C(C(=C1)N1[C@@H](CCC1)COC)Cl)[N+](=O)[O-] ((S)—N-(4-chloro-3-(3-(4-chloro-5-(2-(methoxymethyl)pyrrolidin-1-yl)-2-nitrophenyl)thioureido)benzyl)-1-(trifluoromethyl)cyclopropanecarboxamide), [NH4+].[Cl-] (NH4Cl). As a reaction SMILES: [Cl:1][C:2]1[CH:18]=[CH:17][C:5]([CH2:6][NH:7][C:8]([C:10]2([C:13]([F:16])([F:15])[F:14])[CH2:12][CH2:11]2)=[O:9])=[CH:4][C:3]=1[NH:19][C:20]([NH:22][C:23]1[CH:28]=[C:27]([N:29]2[CH2:33][CH2:32][CH2:31][C@H:30]2[CH2:34][O:35][CH3:36])[C:26]([Cl:37])=[CH:25][C:24]=1[N+:38]([O-])=O)=[S:21].[NH4+].[Cl-]>[Fe].CCO>[NH2:38][C:24]1[CH:25]=[C:26]([Cl:37])[C:27]([N:29]2[CH2:33][CH2:32][CH2:31][C@H:30]2[CH2:34][O:35][CH3:36])=[CH:28][C:23]=1[NH:22][C:20](=[S:21])[NH:19][C:3]1[CH:4]=[C:5]([CH:17]=[CH:18][C:2]=1[Cl:1])[CH2:6][NH:7][C:8]([C:10]1([C:13]([F:16])([F:15])[F:14])[CH2:11][CH2:12]1)=[O:9] |f:1.2|. Run in CCO (EtOH). Reaction conditions: temperature 90 celsius, time 2 hour.